describe an organic reaction: reactants, conditions, products, and yield From a dataset of the Open Reaction Database (ORD), a public repository of structured organic reaction records. The reactants are [Cl-], CN1C(=O)N(Cc2cc(C(F)(F)F)cc(C(F)(F)F)c2)CC1(CC[N+]12CCC(c3ccccc3)(CC1)CC2)c1ccc(Cl)c(Cl)c1, CN(C)C=O. Yields the product c1ccc(C23CCN(CC2)CC3)cc1. RXN SMILES: [Cl-:1].[Cl:2][c:3]1[cH:4][c:5]([C:6]2([CH2:7][CH2:8][N+:34]34[CH2:35][CH2:36][C:37]([c:42]5[cH:43][cH:44][cH:45][cH:46][cH:47]5)([CH2:38][CH2:39]3)[CH2:40][CH2:41]4)[CH2:9][N:10]([CH2:11][c:12]3[cH:13][c:14]([C:15]([F:16])([F:17])[F:18])[cH:19][c:20]([C:21]([F:22])([F:23])[F:24])[cH:25]3)[C:26](=[O:27])[N:28]2[CH3:29])[cH:30][cH:31][c:32]1[Cl:33].[O:48]=[CH:49][N:50]([CH3:51])[CH3:52]>>[N:34]12[CH2:35][CH2:36][C:37]([c:42]3[cH:43][cH:44][cH:45][cH:46][cH:47]3)([CH2:38][CH2:39]1)[CH2:40][CH2:41]2.